This data is from the Open Reaction Database (ORD), a public repository of structured organic reaction records. The task is: describe an organic reaction: reactants, conditions, products, and yield The reactants are CO, CC(C)=O, CC(=O)Cl, CC1CN(c2nnc(-c3ccc(F)cc3)c3ccccc23)CCN1C(=O)OC(C)(C)C, O. Product: CC1CN(c2nnc(-c3ccc(F)cc3)c3ccccc23)CCN1. Reaction SMILES: [CH3:1][OH:2].[CH3:39][C:40]([CH3:41])=[O:42].[CH3:3][C:4](=[O:5])[Cl:6].[F:7][c:8]1[cH:9][cH:10][c:11](-[c:14]2[n:15][n:16][c:17]([N:24]3[CH2:25][CH:26]([CH3:37])[N:27]([C:30]([O:31][C:32]([CH3:33])([CH3:34])[CH3:35])=[O:36])[CH2:28][CH2:29]3)[c:18]3[cH:19][cH:20][cH:21][cH:22][c:23]23)[cH:12][cH:13]1.[OH2:38]>>[F:7][c:8]1[cH:9][cH:10][c:11](-[c:14]2[n:15][n:16][c:17]([N:24]3[CH2:25][CH:26]([CH3:37])[NH:27][CH2:28][CH2:29]3)[c:18]3[cH:19][cH:20][cH:21][cH:22][c:23]23)[cH:12][cH:13]1.